From a dataset of the Open Reaction Database (ORD), a public repository of structured organic reaction records. describe an organic reaction: reactants, conditions, products, and yield The reactants are CC1=CCN(C)c2c(CSc3nc4ccccc4[nH]3)cccc21, O=C(OO)c1cccc(Cl)c1, ClCCl. The product is CC1=CCN(C)c2c(CS(=O)c3nc4ccccc4[nH]3)cccc21. RXN SMILES: [CH3:1][N:2]1[CH2:3][CH:4]=[C:5]([CH3:23])[c:6]2[cH:7][cH:8][cH:9][c:10]([CH2:12][S:13][c:14]3[nH:15][c:16]4[c:17]([n:18]3)[cH:19][cH:20][cH:21][cH:22]4)[c:11]21.[Cl:24][c:25]1[cH:26][cH:27][cH:28][c:29]([C:30]([O:31][OH:33])=[O:32])[cH:34]1.[Cl:35][CH2:36][Cl:37]>>[CH3:1][N:2]1[CH2:3][CH:4]=[C:5]([CH3:23])[c:6]2[cH:7][cH:8][cH:9][c:10]([CH2:12][S:13]([c:14]3[n:15][c:16]4[c:17]([nH:18]3)[cH:19][cH:20][cH:21][cH:22]4)=[O:32])[c:11]21. The reactants are BrC=1C(C2=CC(=CC=C2C1C1=C(C=C(C=C1)F)F)OCCCN1CCN(CC1)S(=O)(=O)C)=O (2-Bromo-3-(2,4-difluorophenyl)-6-[3-(4-(methylsulfonyl)piperazin-1-yl)propoxy]-1H-inden-1-one), O1CCN(CC1)CCOC1=CC=C2C(=C(C(C2=C1)=O)Br)C1=CC=CC=C1 (6-(2-morpholinoethoxy)-2-bromo-3-phenyl-1H-inden-1-one), N1=CC(=CC2=CC=CC=C12)B(O)O (3-quinolinylboronic acid). Product: FC1=C(C=CC(=C1)F)C1=C(C(C2=CC(=CC=C12)OCCCN1CCN(CC1)S(=O)(=O)C)=O)C=1C=NC2=CC=CC=C2C1 (3-(2,4-difluorophenyl)-6-{3-[4-(methylsulfonyl)piperazin-1-yl]propoxy}-2-(quinolin-3-yl)-1H-inden-1-one). The yield is 83.0%. Reaction SMILES: Br[C:2]1[C:3](=[O:33])[C:4]2[C:9]([C:10]=1[C:11]1[CH:16]=[CH:15][C:14]([F:17])=[CH:13][C:12]=1[F:18])=[CH:8][CH:7]=[C:6]([O:19][CH2:20][CH2:21][CH2:22][N:23]1[CH2:28][CH2:27][N:26]([S:29]([CH3:32])(=[O:31])=[O:30])[CH2:25][CH2:24]1)[CH:5]=2.O1CCN(CCOC2C=C3C(C(C4C=CC=CC=4)=C(Br)C3=O)=CC=2)CC1.[N:60]1[C:69]2[C:64](=[CH:65][CH:66]=[CH:67][CH:68]=2)[CH:63]=[C:62](B(O)O)[CH:61]=1>>[F:18][C:12]1[CH:13]=[C:14]([F:17])[CH:15]=[CH:16][C:11]=1[C:10]1[C:9]2[C:4](=[CH:5][C:6]([O:19][CH2:20][CH2:21][CH2:22][N:23]3[CH2:28][CH2:27][N:26]([S:29]([CH3:32])(=[O:31])=[O:30])[CH2:25][CH2:24]3)=[CH:7][CH:8]=2)[C:3](=[O:33])[C:2]=1[C:62]1[CH:61]=[N:60][C:69]2[C:64]([CH:63]=1)=[CH:65][CH:66]=[CH:67][CH:68]=2. Reported procedure: The procedure of Step 7 of Example 1 was repeated except for using 2-bromo-3-(2,4-difluorophenyl)-6-[3-(4-(methylsulfonyl)piperazin-1-yl)propoxy]-1H-inden-1-one obtained in Step 1 of Example 108 as a starting material instead of 6-(2-morpholinoethoxy)-2-bromo-3-phenyl-1H-inden-1-one and 3-quinolinylboronic acid instead of 3-pyridinylboronic acid to obtain the title compound (83%). Starting materials: CC(C)NC(=O)c1ccccc1Nc1nc(Nc2ccc(CO)cc2)ncc1F, O=[Mn]=O, C1COCCO1. Yields the product CC(C)NC(=O)c1ccccc1Nc1nc(Nc2ccc(C=O)cc2)ncc1F. Reaction SMILES: [F:1][c:2]1[c:3]([NH:17][c:18]2[c:19]([C:20](=[O:21])[NH:22][CH:23]([CH3:24])[CH3:25])[cH:26][cH:27][cH:28][cH:29]2)[n:4][c:5]([NH:8][c:9]2[cH:10][cH:11][c:12]([CH2:15][OH:16])[cH:13][cH:14]2)[n:6][cH:7]1.[O:30]=[Mn:31]=[O:32].[O:33]1[CH2:34][CH2:35][O:36][CH2:37][CH2:38]1>>[F:1][c:2]1[c:3]([NH:17][c:18]2[c:19]([C:20](=[O:21])[NH:22][CH:23]([CH3:24])[CH3:25])[cH:26][cH:27][cH:28][cH:29]2)[n:4][c:5]([NH:8][c:9]2[cH:10][cH:11][c:12]([CH:15]=[O:16])[cH:13][cH:14]2)[n:6][cH:7]1. Starting materials: C(C)(C)(C)OC(COC1C=2N=C(OC2CCC2=C1C=CC=C2)C)=O ((2-methyl-9,10-dihydro-4H-1-oxa-3-aza-benzo[f]azulen-4-yloxy)-acetic acid tert-butyl ester), [H-].[Al+3].[Li+].[H-].[H-].[H-] (lithium aluminum hydride). Solvent: CCOCC (ether), CCOCC (ether). Run at time 1.5 hour. Yields the product CC=1OC=2CCC3=C(C(C2N1)OCCO)C=CC=C3 (2-(2-methyl-9,10-dihydro-4H-1-oxa-3-aza-benzo[f]azulen-4-yloxy)-ethanol). Isolated yield 80.7%. As a reaction SMILES: C([O:5][C:6](=O)[CH2:7][O:8][CH:9]1[C:18]2[CH:19]=[CH:20][CH:21]=[CH:22][C:17]=2[CH2:16][CH2:15][C:14]2[O:13][C:12]([CH3:23])=[N:11][C:10]1=2)(C)(C)C.[H-].[Al+3].[Li+].[H-].[H-].[H-]>CCOCC>[CH3:23][C:12]1[O:13][C:14]2[CH2:15][CH2:16][C:17]3[CH:22]=[CH:21][CH:20]=[CH:19][C:18]=3[CH:9]([O:8][CH2:7][CH2:6][OH:5])[C:10]=2[N:11]=1 |f:1.2.3.4.5.6|. Procedure: To a solution of (2-methyl-9,10-dihydro-4H-1-oxa-3-aza-benzo[f]azulen-4-yloxy)-acetic acid tert-butyl ester (1.4 g, 4.3 mmol) in dry ether (10 mL) was added a suspension of lithium aluminum hydride (245 mg, 6.5 mmol) in dry ether (40 mL). Stirring at room temperature for 1.5 h. The reaction was quenched with water an the product extracted with ether. The combined ether phases were dried MgSO4, filtered and concentrated in vacuo to give 900 mg (91%) of 2-(2-methyl-9,10-dihydro-4H-1-oxa-3-aza-benz... Starting materials: COC1=CC=C(C=C1)S(=O)(=O)C(CC(=O)O)(CCCCC1=CC=CC=C1)CC (3-(4-methoxyphenylsulfonyl)-3-ethyl-7-phenylheptanoic acid), Cl.C(C1=CC=CC=C1)ON (O-benzyl-hydroxylamine hydrochloride), C=1C=CC2=C(C1)N=NN2O (HOBT), CN1CCOCC1 (n-Methylmorpholine), CCN=C=NCCCN(C)C.Cl (EDCl). The solvent is C(Cl)Cl (methylene chloride). Conditions: temperature 25 celsius, time 18 hour. Product: C(C1=CC=CC=C1)ONC(CC(CCCCC1=CC=CC=C1)(CC)S(=O)(=O)C1=CC=C(C=C1)OC)=O (N-benzyloxy-3-(4-methoxyphenylsulfonyl)-3-ethyl-7-phenylheptanamide). Isolated yield 91.8%. RXN SMILES: [CH3:1][O:2][C:3]1[CH:8]=[CH:7][C:6]([S:9]([C:12]([CH2:27][CH3:28])([CH2:17][CH2:18][CH2:19][CH2:20][C:21]2[CH:26]=[CH:25][CH:24]=[CH:23][CH:22]=2)[CH2:13][C:14](O)=[O:15])(=[O:11])=[O:10])=[CH:5][CH:4]=1.Cl.[CH2:30]([O:37][NH2:38])[C:31]1[CH:36]=[CH:35][CH:34]=[CH:33][CH:32]=1.C1C=CC2N(O)N=NC=2C=1.CN1CCOCC1.CCN=C=NCCCN(C)C.Cl>C(Cl)Cl>[CH2:30]([O:37][NH:38][C:14](=[O:15])[CH2:13][C:12]([S:9]([C:6]1[CH:5]=[CH:4][C:3]([O:2][CH3:1])=[CH:8][CH:7]=1)(=[O:10])=[O:11])([CH2:27][CH3:28])[CH2:17][CH2:18][CH2:19][CH2:20][C:21]1[CH:26]=[CH:25][CH:24]=[CH:23][CH:22]=1)[C:31]1[CH:36]=[CH:35][CH:34]=[CH:33][CH:32]=1 |f:1.2,5.6|. Procedure details: To a solution of 0.4 g (0.99 mmol) of 3-(4-methoxyphenylsulfonyl)-3-ethyl-7-phenylheptanoic acid in 50 mL of methylene chloride is added 0.47 g (2.96 mmol, 3 eq) of O-benzyl-hydroxylamine hydrochloride, 0.13 g (0.247 mmol) of HOBT, 0.54 mL (4.94 mmol, 5 eq) of n-Methylmorpholine (NMM), and 0.25 g (1.28 mmol, 1.3 eq) of EDCl. After stirring for 18 hours at 25° C. the reaction is partitioned between methylene chloride and 1 N HCl. The organic layer is dried over anhydrous Na2SO4 then concentrated ... The reactants are C1(CCCCC1)N=C=NC1CCCCC1 (N,N'-dicyclohexylcarbodiimide), N1(CCCC1)C1=CC=NC=C1 (4-pyrrolidinopyridine), C(CCCCCC)(=O)O (heptanoic acid), C(CCCCC)C=1SC(=NN1)C1=CC2=CC=C(C=C2C=C1)O (2-hexyl-5-(6-hydroxynaphthalene-2-yl)-1,3,4-thiadiazole). Solvent: ClCCl (dichloromethane). The product is C(CCCCC)C=1SC(=NN1)C1=CC2=CC=C(C=C2C=C1)OC(CCCCCC)=O (2-hexyl-5-(6-heptanoyloxynaphthalene-2-yl)-1,3,4-thiadiazole). Yield: 51.5%. As a reaction SMILES: [C:1]([OH:9])(=[O:8])[CH2:2][CH2:3][CH2:4][CH2:5][CH2:6][CH3:7].C1(N=C=NC2CCCCC2)CCCCC1.N1(C2C=CN=CC=2)CCCC1.[CH2:36]([C:42]1[S:43][C:44]([C:47]2[CH:56]=[CH:55][C:54]3[C:49](=[CH:50][CH:51]=[C:52](O)[CH:53]=3)[CH:48]=2)=[N:45][N:46]=1)[CH2:37][CH2:38][CH2:39][CH2:40][CH3:41]>ClCCl>[CH2:36]([C:42]1[S:43][C:44]([C:47]2[CH:56]=[CH:55][C:54]3[C:49](=[CH:50][CH:51]=[C:52]([O:8][C:1](=[O:9])[CH2:2][CH2:3][CH2:4][CH2:5][CH2:6][CH3:7])[CH:53]=3)[CH:48]=2)=[N:45][N:46]=1)[CH2:37][CH2:38][CH2:39][CH2:40][CH3:41]. Reported procedure: In a 30 ml-round-bottomed flask, 0.60 g (1.92 mM) of 2-hexyl-5-(6-hydroxynaphthalene-2-yl)-1,3,4-thiadiazole, 0.25 g (1.92 mM) of heptanoic acid were dissolved in 10 ml of dichloromethane. Under stirring, 0.39 g (1.89 mM) of N,N'-dicyclohexylcarbodiimide and 0.02 g of 4-pyrrolidinopyridine were successively added the above solution at room temperature, followed by stirring for 8 hours at room temperature. After the reaction, precipitated N,N'-dicyclohexylurea was filtered off and the filtrate wa... The reactants are Brc1ccsc1, CC#N, O=Cc1ccccc1B(O)O, [Na+], [Na+], O=C([O-])[O-]. Product: O=Cc1ccccc1-c1ccsc1. RXN SMILES: [Br:12][c:13]1[cH:14][s:15][cH:16][cH:17]1.[CH3:24][C:25]#[N:26].[CH:1](=[O:2])[c:3]1[c:4]([B:9]([OH:10])[OH:11])[cH:5][cH:6][cH:7][cH:8]1.[Na+:18].[Na+:19].[O-:20][C:21](=[O:22])[O-:23]>>[CH:1](=[O:2])[c:3]1[c:4](-[c:13]2[cH:14][s:15][cH:16][cH:17]2)[cH:5][cH:6][cH:7][cH:8]1.